This data is from the Open Reaction Database (ORD), a public repository of structured organic reaction records. The task is: describe an organic reaction: reactants, conditions, products, and yield Starting materials: LiNTMS2 THF, Teflon, C(C)(C)(C)OC(=O)N1CC2=CC(=CC=C2C(C1)(C)C)NC(=O)C=1C(=NC=CC1)Cl (7-[(2-chloro-pyridine-3-carbonyl)-amino]-4,4-dimethyl-3,4-dihydro-1H-isoquinoline-2-carboxylic acid tert-butyl ester), NC1=CC=C2C=CN=CC2=C1 (7-aminoisoquinoline), C1(CCCCC1)P(C1=C(C=CC=C1)C1=C(C=CC=C1)N(C)C)C1CCCCC1 (2-dicyclohexylphosphino-2′-(N,N-dimethylamino)biphenyl). Reagents/catalysts: C=1C=CC(=CC1)/C=C/C(=O)/C=C/C2=CC=CC=C2.C=1C=CC(=CC1)/C=C/C(=O)/C=C/C2=CC=CC=C2.C=1C=CC(=CC1)/C=C/C(=O)/C=C/C2=CC=CC=C2.[Pd].[Pd] (Pd2(dba)3). Solvent: O (water). Reaction conditions: temperature 70 celsius, time 17 hour. The product is C(C)(C)(C)OC(=O)N1CC2=CC(=CC=C2C(C1)(C)C)NC(=O)C=1C(=NC=CC1)NC1=CC=C2C=CN=CC2=C1 (7-{[2-(isoquinolin-7-ylamino)-pyridine-3-carbonyl]-amino}-4,4-dimethyl-3,4-dihydro-1H-isoquinoline-2-carboxylic Acid Tert-Butyl Ester). Reaction SMILES: [C:1]([O:5][C:6]([N:8]1[CH2:17][C:16]([CH3:19])([CH3:18])[C:15]2[C:10](=[CH:11][C:12]([NH:20][C:21]([C:23]3[C:24](Cl)=[N:25][CH:26]=[CH:27][CH:28]=3)=[O:22])=[CH:13][CH:14]=2)[CH2:9]1)=[O:7])([CH3:4])([CH3:3])[CH3:2].[NH2:30][C:31]1[CH:40]=[C:39]2[C:34]([CH:35]=[CH:36][N:37]=[CH:38]2)=[CH:33][CH:32]=1.C1(P(C2CCCCC2)C2C=CC=CC=2C2C=CC=CC=2N(C)C)CCCCC1>C1C=CC(/C=C/C(/C=C/C2C=CC=CC=2)=O)=CC=1.C1C=CC(/C=C/C(/C=C/C2C=CC=CC=2)=O)=CC=1.C1C=CC(/C=C/C(/C=C/C2C=CC=CC=2)=O)=CC=1.[Pd].[Pd].O>[C:1]([O:5][C:6]([N:8]1[CH2:17][C:16]([CH3:19])([CH3:18])[C:15]2[C:10](=[CH:11][C:12]([NH:20][C:21]([C:23]3[C:24]([NH:30][C:31]4[CH:40]=[C:39]5[C:34]([CH:35]=[CH:36][N:37]=[CH:38]5)=[CH:33][CH:32]=4)=[N:25][CH:26]=[CH:27][CH:28]=3)=[O:22])=[CH:13][CH:14]=2)[CH2:9]1)=[O:7])([CH3:4])([CH3:3])[CH3:2] |f:3.4.5.6.7|. Procedure details: To a mixture of 7-[(2-chloro-pyridine-3-carbonyl)-amino]-4,4-dimethyl-3,4-dihydro-1H-isoquinoline-2-carboxylic acid tert-butyl ester (20.8 g, 50 mmol, 1.0 eq.), 7-aminoisoquinoline (7.2 g, 50 mmol, 1.0 eq.), Pd2(dba)3 (915 mg, 1 mmol, 0.02 eq), 2-dicyclohexylphosphino-2′-(N,N-dimethylamino)biphenyl (CAS#213697-53-1, Strem Chemicals cat no. 15-1145; 785 mg, 2 mmol, 0.04 eq) under N2 in a 250 mL pressure reaction vessel was added 1.0 M LiNTMS2 THF solution (120 mL, 120 mmol, 2.4 eq.). The reaction... The reactants are NC=1SC=C(N1)C(C(=O)N[C@H]1[C@H]2SCC(=C(N2C1=O)C(=O)O)CSC1=NC=NC=C1C1=CC(=C(C=C1)O)O)=O ((6R, 7R)-7-(2-Amino-4-thiazoleglyoxylamido)-3-[[[5-(3,4-dihydroxyphenyl)-4-pyrimidinyl]thio]methyl]-8-oxo-5-thia-1-azabicyclo[4.2.0]oct-2-ene-2-carboxylic acid), Cl.NOCC1=C(C2=C(OC(O2)(C2=CC=CC=C2)C2=CC=CC=C2)C(=C1)Cl)Cl (5-[(aminooxy)methyl]-4,7-dichloro-2,2-diphenyl-1,3-benzodioxol hydrochloride). Solvent: CC(=O)N(C)C (dimethylacetamide). Run at time 20 hour. Product: NC=1SC=C(N1)/C(/C(=O)N[C@H]1[C@H]2SCC(=C(N2C1=O)C(=O)O)CSC1=NC=NC=C1C1=CC(=C(C=C1)O)O)=N/OCC1=C(C2=C(OC(O2)(C2=CC=CC=C2)C2=CC=CC=C2)C(=C1)Cl)Cl ((6R,7R)-7-[(Z)-2-(2-amino-4-thiazolyl)-2-[[(4,7-dichloro-2,2-diphenyl-1,3-benzodioxol-5-yl)methoxy]imino]-acetamido]-3-[[[5-(3,4-dihydroxyphenyl)-4-pyrimidinyl]thio]-methyl]-8-oxo-5-thia-1-azabicyclo[4.2.0]oct-2-ene-2-carboxylic acid). Yield: 98.4%. As a reaction SMILES: [NH2:1][C:2]1[S:3][CH:4]=[C:5]([C:7](=O)[C:8]([NH:10][C@@H:11]2[C:18](=[O:19])[N:17]3[C@@H:12]2[S:13][CH2:14][C:15]([CH2:23][S:24][C:25]2[C:30]([C:31]4[CH:36]=[CH:35][C:34]([OH:37])=[C:33]([OH:38])[CH:32]=4)=[CH:29][N:28]=[CH:27][N:26]=2)=[C:16]3[C:20]([OH:22])=[O:21])=[O:9])[N:6]=1.Cl.[NH2:41][O:42][CH2:43][C:44]1[CH:64]=[C:63]([Cl:65])[C:47]2[O:48][C:49]([C:57]3[CH:62]=[CH:61][CH:60]=[CH:59][CH:58]=3)([C:51]3[CH:56]=[CH:55][CH:54]=[CH:53][CH:52]=3)[O:50][C:46]=2[C:45]=1[Cl:66]>CC(N(C)C)=O>[NH2:1][C:2]1[S:3][CH:4]=[C:5](/[C:7](=[N:41]/[O:42][CH2:43][C:44]2[CH:64]=[C:63]([Cl:65])[C:47]3[O:48][C:49]([C:57]4[CH:62]=[CH:61][CH:60]=[CH:59][CH:58]=4)([C:51]4[CH:52]=[CH:53][CH:54]=[CH:55][CH:56]=4)[O:50][C:46]=3[C:45]=2[Cl:66])/[C:8]([NH:10][C@@H:11]2[C:18](=[O:19])[N:17]3[C@@H:12]2[S:13][CH2:14][C:15]([CH2:23][S:24][C:25]2[C:30]([C:31]4[CH:36]=[CH:35][C:34]([OH:37])=[C:33]([OH:38])[CH:32]=4)=[CH:29][N:28]=[CH:27][N:26]=2)=[C:16]3[C:20]([OH:22])=[O:21])=[O:9])[N:6]=1 |f:1.2|. Procedure details: (6R, 7R)-7-(2-Amino-4-thiazoleglyoxylamido)-3-[[[5-(3,4-dihydroxyphenyl)-4-pyrimidinyl]thio]methyl]-8-oxo-5-thia-1-azabicyclo[4.2.0]oct-2-ene-2-carboxylic acid (100 mg) (0.17 mmol) and 93 mg (0.22 mmol) of 5-[(aminooxy)methyl]-4,7-dichloro-2,2-diphenyl-1,3-benzodioxol hydrochloride are dissolved in 2 ml of absolute dimethylacetamide. After stirring at room temperature for 20 hours the solvent is distilled off in a high vacuum at room temperature. The residue is crystallized using diethyl ether. ... The reactants are BrC=1SC(=CN1)C(=O)OC (methyl 2-bromo-1,3-thiazole-5-carboxylate), FC(C=1C=C(C=CC1)B(O)O)(F)F ([3-(trifluoromethyl)phenyl]boronic acid). Product: FC(C=1C=C(C=CC1)C=1SC(=CN1)C(=O)OC)(F)F (Methyl 2-[3-(trifluoromethyl)phenyl]-1,3-thiazole-5-carboxylate). Reaction SMILES: Br[C:2]1[S:3][C:4]([C:7]([O:9][CH3:10])=[O:8])=[CH:5][N:6]=1.[F:11][C:12]([F:23])([F:22])[C:13]1[CH:14]=[C:15](B(O)O)[CH:16]=[CH:17][CH:18]=1>>[F:11][C:12]([F:23])([F:22])[C:13]1[CH:18]=[C:17]([C:2]2[S:3][C:4]([C:7]([O:9][CH3:10])=[O:8])=[CH:5][N:6]=2)[CH:16]=[CH:15][CH:14]=1. Reported procedure: Synthesized as described in Example 310D using methyl 2-bromo-1,3-thiazole-5-carboxylate and [3-(trifluoromethyl)phenyl]boronic acid: 1H NMR (400 MHz, CDCl3) δ 8.47 (s, 1H), 8.28 (s, 1H), 8.16 (d, J=7.8 Hz, 1H), 7.75 (d, J=7.8 Hz, 1H), 7.62 (t, J=7.8 Hz, 1H), 3.96 (s, 3H). Yields the product Cc1[nH]c2ccc(CCN(C)C3CCCCC3)cc2c1C(=O)OCc1ccccc1. As a reaction SMILES: [CH2:1]([c:2]1[cH:3][cH:4][cH:5][cH:6][cH:7]1)[O:8][C:9](=[O:10])[c:11]1[c:12]([CH3:27])[nH:13][c:14]2[cH:15][cH:16][c:17]([CH2:20][CH2:21][O:22][S:23]([CH3:24])(=[O:25])=[O:26])[cH:18][c:19]12.[CH3:28][NH:29][CH:30]1[CH2:31][CH2:32][CH2:33][CH2:34][CH2:35]1.[O:36]1[CH2:37][CH2:38][O:39][CH2:40][CH2:41]1>>[CH2:1]([c:2]1[cH:3][cH:4][cH:5][cH:6][cH:7]1)[O:8][C:9](=[O:10])[c:11]1[c:12]([CH3:27])[nH:13][c:14]2[cH:15][cH:16][c:17]([CH2:20][CH2:21][N:29]([CH3:28])[CH:30]3[CH2:31][CH2:32][CH2:33][CH2:34][CH2:35]3)[cH:18][c:19]12. Starting materials: Cc1[nH]c2ccc(CCOS(C)(=O)=O)cc2c1C(=O)OCc1ccccc1, CNC1CCCCC1, C1COCCO1. The reactants are ClC1=CC=C(OC2OC2)C=C1 (2-(4-chlorophenoxy)oxirane), C([O-])([O-])=O.[K+].[K+] (potassium carbonate), N1N=CN=C1 (1,2,4 triazole). Solvent: C(C)#N (acetonitrile). Reaction conditions: time 48 hour. Yields the product ClC1=CC=C(OCC(CN2N=CN=C2)O)C=C1 (1-(4-chlorophenoxy)-3-(1,2,4--triazol-1-yl)propan-2 ol). Reaction SMILES: [Cl:1][C:2]1[CH:11]=[CH:10][C:5]([O:6][CH:7]2[CH2:9][O:8]2)=[CH:4][CH:3]=1.[C:12](=O)([O-])[O-].[K+].[K+].[NH:18]1[CH:22]=[N:21][CH:20]=[N:19]1>C(#N)C>[Cl:1][C:2]1[CH:11]=[CH:10][C:5]([O:6][CH2:7][CH:9]([OH:8])[CH2:12][N:18]2[CH:22]=[N:21][CH:20]=[N:19]2)=[CH:4][CH:3]=1 |f:1.2.3|. Procedure details: A mixture of 2-(4-chlorophenoxy)oxirane (18.4g), potassium carbonate (13.8g) and 1,2,4 triazole (13.8g) in acetonitrile (130ml) was stirred at room temperature for 48 h. The acetonitrile was removed by concentration under reduced pressure, and the residue was partitioned between ethyl acetate and water. The organic phase was separated, washed with water, dried and evaporated to dryness under reduced pressure. The residual yellow oil was purified by silica column chromatography, using 5% by volum... Starting materials: O[C@H]1C[C@@H]2CC[C@H]3[C@@H]4CC[C@H](C(C)=O)[C@]4(CC([C@@H]3[C@]2(CC1)C)=O)C (3α-hydroxy-5α-pregnane-11,20-dione), C(C)(=O)OC(C)=O (acetic anhydride), O (water). The solvent is N1=CC=CC=C1 (pyridine). Reaction conditions: time 8 hour. Product: C(C)(=O)O[C@H]1C[C@@H]2CC[C@H]3[C@@H]4CC[C@H](C(C)=O)[C@]4(CC([C@@H]3[C@]2(CC1)C)=O)C (3α-Acetoxy-5α-pregnane-11,20-dione). Reaction SMILES: [OH:1][C@@H:2]1[CH2:21][CH2:20][C@@:19]2([CH3:22])[C@@H:4]([CH2:5][CH2:6][C@@H:7]3[C@@H:18]2[C:17](=[O:23])[CH2:16][C@@:15]2([CH3:24])[C@H:8]3[CH2:9][CH2:10][C@@H:11]2[C:12](=[O:14])[CH3:13])[CH2:3]1.[C:25](OC(=O)C)(=[O:27])[CH3:26].O>N1C=CC=CC=1>[C:25]([O:1][C@@H:2]1[CH2:21][CH2:20][C@@:19]2([CH3:22])[C@@H:4]([CH2:5][CH2:6][C@@H:7]3[C@@H:18]2[C:17](=[O:23])[CH2:16][C@@:15]2([CH3:24])[C@H:8]3[CH2:9][CH2:10][C@@H:11]2[C:12](=[O:14])[CH3:13])[CH2:3]1)(=[O:27])[CH3:26]. Procedure: A solution of 3α-hydroxy-5α-pregnane-11,20-dione (1 g) in pyridine (ca 5 ml) was treated with acetic anhydride (2.5 ml) and allowed to stand overnight. The reaction mixture was poured into water and the solid collected by filtration and dried to give the title compound m.p. 150°-151°. The reactants are C(C)(C)(C)O (Tert-butyl alcohol), C=1C(=CC(=C(C1I)OC=2C=C(C(=C(C2)I)O)I)I)CC(=O)O (Tetrac), C1(CCCCC1)N=C=NC1CCCCC1 (dicyclohexylcarbodiimide). Reagents/catalysts: CN(C1=CC=NC=C1)C (4-dimethylaminopyridine). Solvent: O1CCOCC1 (dioxane). Product: C(C)(C)(C)OC(CC1=CC(=C(C(=C1)I)OC1=CC(=C(C(=C1)I)O)I)I)=O (tert-butyl-2-(4-(4-hydroxy-3,5-diiodophenoxy)-3,5-diiodophenyl)acetate). Yield: 10.0%. Reaction SMILES: [CH:1]1[C:2]([CH2:19][C:20]([OH:22])=[O:21])=[CH:3][C:4]([I:18])=[C:5]([O:8][C:9]2[CH:10]=[C:11]([I:17])[C:12]([OH:16])=[C:13]([I:15])[CH:14]=2)[C:6]=1[I:7].[C:23](O)([CH3:26])([CH3:25])[CH3:24].C1(N=C=NC2CCCCC2)CCCCC1>O1CCOCC1.CN(C)C1C=CN=CC=1>[C:23]([O:21][C:20](=[O:22])[CH2:19][C:2]1[CH:1]=[C:6]([I:7])[C:5]([O:8][C:9]2[CH:10]=[C:11]([I:17])[C:12]([OH:16])=[C:13]([I:15])[CH:14]=2)=[C:4]([I:18])[CH:3]=1)([CH3:26])([CH3:25])[CH3:24]. Procedure details: In anhydrous conditions, Tetrac (30.0 g, 40.1 mmol, 1.0 eq.) was dissolved in anhydrous dioxane (200 mL). Tert-butyl alcohol (11.4 mL, 120.3 mmol, 3.0 eq.) and 4-dimethylaminopyridine (3.9 g, 32.1 mmol, 0.8 eq.) were then added. The solution was stirred and dicyclohexylcarbodiimide (9.1 g, 44.1 mmol, 1.1 eq.) was added over a 5 minutes period. The mixture was stirred for 3 hours at room temperature. The cyclohexylurea that has precipitated was removed by filtration through a fritted Büchner funn... Reactants: O=C(c1cc(C(F)(F)F)cc(C(F)(F)F)c1)N1CCC2(CC1)C(=O)NC(=O)N2c1ccccc1, O=C1CCC(CO)N1. Product: O=C1CCC(CN2C(=O)N(c3ccccc3)C3(CCN(C(=O)c4cc(C(F)(F)F)cc(C(F)(F)F)c4)CC3)C2=O)N1. As a reaction SMILES: [F:1][C:2]([c:3]1[cH:4][c:5]([C:6](=[O:7])[N:8]2[CH2:9][CH2:10][C:11]3([C:12](=[O:23])[NH:13][C:14](=[O:22])[N:15]3[c:16]3[cH:17][cH:18][cH:19][cH:20][cH:21]3)[CH2:24][CH2:25]2)[cH:26][c:27]([C:29]([F:30])([F:31])[F:32])[cH:28]1)([F:33])[F:34].[OH:35][CH2:36][CH:37]1[CH2:38][CH2:39][C:40](=[O:42])[NH:41]1>>[F:1][C:2]([c:3]1[cH:4][c:5]([C:6](=[O:7])[N:8]2[CH2:9][CH2:10][C:11]3([C:12](=[O:23])[N:13]([CH2:36][CH:37]4[CH2:38][CH2:39][C:40](=[O:42])[NH:41]4)[C:14](=[O:22])[N:15]3[c:16]3[cH:17][cH:18][cH:19][cH:20][cH:21]3)[CH2:24][CH2:25]2)[cH:26][c:27]([C:29]([F:30])([F:31])[F:32])[cH:28]1)([F:33])[F:34].